From a dataset of the Open Reaction Database (ORD), a public repository of structured organic reaction records. describe an organic reaction: reactants, conditions, products, and yield The reactants are C(C1=CC=CC=C1)(=O)N (benzamide), [H-].[Na+] (sodium hydride), ClCC1=COC=C1CCl (3,4-bis(chloromethyl)furan). The solvent is ice water, CN(C=O)C (N,N-dimethylformamide). Conditions: time 10 minute. Yields the product C(C1=CC=CC=C1)(=O)N1CC=2C(C1)=COC2 (5-Benzoyl-5,6-dihydro-4H-furo[3,4-c]pyrrole). Reaction SMILES: [C:1]([NH2:9])(=[O:8])[C:2]1[CH:7]=[CH:6][CH:5]=[CH:4][CH:3]=1.[H-].[Na+].Cl[CH2:13][C:14]1[C:18]([CH2:19]Cl)=[CH:17][O:16][CH:15]=1>CN(C)C=O>[C:1]([N:9]1[CH2:13][C:14]2=[CH:15][O:16][CH:17]=[C:18]2[CH2:19]1)(=[O:8])[C:2]1[CH:7]=[CH:6][CH:5]=[CH:4][CH:3]=1 |f:1.2|. Procedure details: To a solution of benzamide (1.38 g) in N,N-dimethylformamide (40 mL) at 0° C., sodium hydride (1.37 g, 60%) was added. The mixture was stirred at ambient temperature for 10 min followed by addition of 3,4-bis(chloromethyl)furan (1.88 g). The resulting mixture was stirred for two days, diluted with ice-water (50 mL) and extracted with ethyl acetate (3×20 mL). The combine organic layers were dried over anhydrous sodium sulfate, filtered and evaporated and purified on a Biotage Horizon® system (sil... Starting materials: BrC1=C(C=CC(=C1)[N+](=O)[O-])C (2-bromo-4-nitrotoluene), B1(OCCCO1)C2=CN=CC=C2 (pyridine-3-boronic acid-1,3-propanediol cyclic ester), C(=O)([O-])[O-].[Na+].[Na+] (Na2CO3). Reagents/catalysts: C=1C=CC(=CC1)[P](C=2C=CC=CC2)(C=3C=CC=CC3)[Pd]([P](C=4C=CC=CC4)(C=5C=CC=CC5)C=6C=CC=CC6)([P](C=7C=CC=CC7)(C=8C=CC=CC8)C=9C=CC=CC9)[P](C=1C=CC=CC1)(C=1C=CC=CC1)C=1C=CC=CC1 (Tetrakis(triphenylphosphine)palladium(0)). Run in CCO (EtOH), C1(=CC=CC=C1)C (toluene). Yields the product CC1=C(C=C(C=C1)[N+](=O)[O-])C=1C=NC=CC1 (3-(2-methyl-5-nitrophenyl)pyridine). The yield is 103.1%. As a reaction SMILES: Br[C:2]1[CH:7]=[C:6]([N+:8]([O-:10])=[O:9])[CH:5]=[CH:4][C:3]=1[CH3:11].B1([C:18]2[CH:23]=[CH:22][CH:21]=[N:20][CH:19]=2)OCCCO1.C([O-])([O-])=O.[Na+].[Na+]>CCO.C1(C)C=CC=CC=1.C1C=CC([P]([Pd]([P](C2C=CC=CC=2)(C2C=CC=CC=2)C2C=CC=CC=2)([P](C2C=CC=CC=2)(C2C=CC=CC=2)C2C=CC=CC=2)[P](C2C=CC=CC=2)(C2C=CC=CC=2)C2C=CC=CC=2)(C2C=CC=CC=2)C2C=CC=CC=2)=CC=1>[CH3:11][C:3]1[CH:4]=[CH:5][C:6]([N+:8]([O-:10])=[O:9])=[CH:7][C:2]=1[C:18]1[CH:19]=[N:20][CH:21]=[CH:22][CH:23]=1 |f:2.3.4,^1:43,45,64,83|. Procedure: A mixture of 2-bromo-4-nitrotoluene (3 g, 13.0 mmol) and pyridine-3-boronic acid-1,3-propanediol cyclic ester (2.72 g, 16.7 mmol) in EtOH (30 ml) and toluene (30 ml) together with 2N Na2CO3 solution (13.9 ml) was degassed with a stream of N2 for 10 min. Tetrakis(triphenylphosphine)palladium(0) (0.3 g, 0.26 mmol) was added and the reaction heated at reflux for 4 h. The mixture was concentrated under reduced pressure to remove the organic solvents and water (100 ml) was added. The organics were ex...